From a dataset of the Open Reaction Database (ORD), a public repository of structured organic reaction records. describe an organic reaction: reactants, conditions, products, and yield The reactants are CC(=O)OC(C)=O, COc1cc(C(C)(C)C)c(O)c(C(C)(C)C)c1, O=S(=O)(O)O. Yields the product COc1cc(C(C)(C)C)c(OC(C)=O)c(C(C)(C)C)c1. Reaction SMILES: [CH3:23][C:24](=[O:25])[O:26][C:27](=[O:28])[CH3:29].[OH:1][c:2]1[c:3]([C:14]([CH3:15])([CH3:16])[CH3:17])[cH:4][c:5]([O:12][CH3:13])[cH:6][c:7]1[C:8]([CH3:9])([CH3:10])[CH3:11].[S:18](=[O:19])(=[O:20])([OH:21])[OH:22]>>[O:1]([c:2]1[c:3]([C:14]([CH3:15])([CH3:16])[CH3:17])[cH:4][c:5]([O:12][CH3:13])[cH:6][c:7]1[C:8]([CH3:9])([CH3:10])[CH3:11])[C:24]([CH3:23])=[O:25].